From a dataset of the Open Reaction Database (ORD), a public repository of structured organic reaction records. describe an organic reaction: reactants, conditions, products, and yield Reactants: [BH4-], CO, COC(=O)C1CC(=O)N(c2ccc(OCCCN3CCCC3C)cc2)C1, Cl, [Li+], [Na+], C1CCOC1, [OH-]. The product is CC1CCCN1CCCOc1ccc(N2CC(CO)CC2=O)cc1. As a reaction SMILES: [BH4-:1].[CH3:37][OH:38].[CH3:3][CH:4]1[N:5]([CH2:9][CH2:10][CH2:11][O:12][c:13]2[cH:14][cH:15][c:16]([N:19]3[CH2:20][CH:21]([C:25](=[O:26])[O:27][CH3:28])[CH2:22][C:23]3=[O:24])[cH:17][cH:18]2)[CH2:6][CH2:7][CH2:8]1.[ClH:29].[Li+:2].[Na+:31].[O:32]1[CH2:33][CH2:34][CH2:35][CH2:36]1.[OH-:30]>>[CH3:3][CH:4]1[N:5]([CH2:9][CH2:10][CH2:11][O:12][c:13]2[cH:14][cH:15][c:16]([N:19]3[CH2:20][CH:21]([CH2:25][OH:26])[CH2:22][C:23]3=[O:24])[cH:17][cH:18]2)[CH2:6][CH2:7][CH2:8]1.